This data is from the Open Reaction Database (ORD), a public repository of structured organic reaction records. The task is: describe an organic reaction: reactants, conditions, products, and yield The reactants are N1CCC(CC1)CO (4-piperidylmethanol), C=O (HCHO), [BH3-]C#N.[Na+] (NaCNBH3). Run in CC#N (CH3CN). Reaction conditions: time 1 hour. Yields the product OCC1CCN(CC1)C (4-hydroxymethyl-1-methylpiperidine). As a reaction SMILES: [NH:1]1[CH2:6][CH2:5][CH:4]([CH2:7][OH:8])[CH2:3][CH2:2]1.C=O.[BH3-][C:12]#N.[Na+]>CC#N>[OH:8][CH2:7][CH:4]1[CH2:5][CH2:6][N:1]([CH3:12])[CH2:2][CH2:3]1 |f:2.3|. Procedure: To a solution of 4-piperidylmethanol (1.0 g, 8.7 mmol) and HCHO (2 mL, 25 mmol, 37% in H2O) in CH3CN was added NaCNBH3 (0.5 g, 12.5 mmol). The resulting mixture was stirred for 1 h and filtered. The filtrate was concentrated and the residue was distilled (105° C., 40 torr) to give the title intermediate. Starting materials: C1(=CC=CC=C1)COC(C1=C(C(=C(C=C1)O)CCC)O)=O (2,4-dihydroxy-3-propylbenzoic acid phenylmethyl ester), [H-].[Na+] (sodium hydride), BrCCCCCCC1=C(C(=CC=C1)OC(C)=O)OC(C)=O (1-(6-bromohexyl)-2,3-bis(acetyloxy)benzene). The solvent is CN(C=O)C (dimethylformamide), CN(C=O)C (dimethylformamide). Reaction conditions: time 16 hour. Product: C1(=CC=CC=C1)COC(C1=C(C(=C(C=C1)OCCCCCCC1=C(C(=CC=C1)OC(C)=O)OC(C)=O)CCC)O)=O (4-[6-[2,3-bis(acetyloxy)phenyl]hexyloxy]-2-hydroxy-3-propylbenzoic acid phenylmethyl ester). Isolated yield 31.5%. Reaction SMILES: [H-].[Na+].[C:3]1([CH2:9][O:10][C:11](=[O:23])[C:12]2[CH:17]=[CH:16][C:15]([OH:18])=[C:14]([CH2:19][CH2:20][CH3:21])[C:13]=2[OH:22])[CH:8]=[CH:7][CH:6]=[CH:5][CH:4]=1.Br[CH2:25][CH2:26][CH2:27][CH2:28][CH2:29][CH2:30][C:31]1[CH:36]=[CH:35][CH:34]=[C:33]([O:37][C:38](=[O:40])[CH3:39])[C:32]=1[O:41][C:42](=[O:44])[CH3:43]>CN(C)C=O>[C:3]1([CH2:9][O:10][C:11](=[O:23])[C:12]2[CH:17]=[CH:16][C:15]([O:18][CH2:25][CH2:26][CH2:27][CH2:28][CH2:29][CH2:30][C:31]3[CH:36]=[CH:35][CH:34]=[C:33]([O:37][C:38](=[O:40])[CH3:39])[C:32]=3[O:41][C:42](=[O:44])[CH3:43])=[C:14]([CH2:19][CH2:20][CH3:21])[C:13]=2[OH:22])[CH:8]=[CH:7][CH:6]=[CH:5][CH:4]=1 |f:0.1|. Reported procedure: To a suspension of 0.14 g (3.5 mmol, 60% on oil) of sodium hydride in 10 mL of anhydrous dimethylformamide stirred at room temperature was added 0.88 g (3.1 mmol) of 2,4-dihydroxy-3-propylbenzoic acid phenylmethyl ester. The reaction mixture was stirred for 2 hours and then 1.09 g (3.1 mmol) of 1-(6-bromohexyl)-2,3-bis(acetyloxy)benzene in 10 mL of dimethylformamide was added dropwise. Stirring at 50° was continued for 16 hours and then the solvent was removed on the oil pump. The crude product ... The reactants are CC(C)=C (isobutylene), ClCCC(CCC)O (1-chloro-3-hexanol), S(O)(O)(=O)=O (sulfuric acid), [I-].[Na+] (sodium iodide), ICCC(CCC)O (1-iodo-3-hexanol). Solvent: CC(CC)=O (2-butanone), C(Cl)Cl (methylene chloride). Yields the product C(C)(C)(C)OC(CCI)CCC (3-(tert-butoxy)-1-iodohexane). As a reaction SMILES: ClCCC(O)CCC.[I-].[Na+].[I:11][CH2:12][CH2:13][CH:14]([OH:18])[CH2:15][CH2:16][CH3:17].S(=O)(=O)(O)O.[CH3:24][C:25](=[CH2:27])[CH3:26]>C(Cl)Cl.CC(=O)CC>[C:25]([O:18][CH:14]([CH2:15][CH2:16][CH3:17])[CH2:13][CH2:12][I:11])([CH3:27])([CH3:26])[CH3:24] |f:1.2|. Procedure details: A mixture of 23.4 g. of 1-chloro-3-hexanol [Fourneau, et. al., Bull. Soc. Chem. France, 25, 367 (1919)] in 300 ml. of 2-butanone containing 30 g. of sodium iodide is stirred at the reflux temperature for 18 hours. The cooled solution is filtered and the mother liquor is taken to dryness. Distillation of the residue affords 32.9 g. (84%) of 1-iodo-3-hexanol, b.p. 105° C. (10 mm). Treatment of this material in 500 ml. of methylene chloride, containing 4 ml. of concentrated sulfuric acid, with isob... Starting materials: [Al+3], NC(=O)CC1Cc2ccccc2C1, [H-], [H-], [H-], [H-], [Li+], [Na+], C1CCOC1, [OH-], O. The product is NCCC1Cc2ccccc2C1. As a reaction SMILES: [Al+3:2].[CH2:7]1[CH:8]([CH2:16][C:17](=[O:18])[NH2:19])[CH2:9][c:10]2[cH:11][cH:12][cH:13][cH:14][c:15]21.[H-:1].[H-:4].[H-:5].[H-:6].[Li+:3].[Na+:22].[O:23]1[CH2:24][CH2:25][CH2:26][CH2:27]1.[OH-:21].[OH2:20]>>[CH2:7]1[CH:8]([CH2:16][CH2:17][NH2:19])[CH2:9][c:10]2[cH:11][cH:12][cH:13][cH:14][c:15]21. The reactants are CC(=O)O[BH-](OC(C)=O)OC(C)=O, C1CCOC1, CN(C)C1(c2ccccc2)CCC(=O)CC1, CC(=O)O, ClCCCl, NC1CCc2ccccc21, [Na+]. The product is CN(C)C1(c2ccccc2)CCC(NC2CCc3ccccc32)CC1. Reaction SMILES: [C:31]([O:32][BH-:33]([O:34][C:35](=[O:36])[CH3:37])[O:38][C:39](=[O:40])[CH3:41])(=[O:42])[CH3:43].[CH2:49]1[O:50][CH2:51][CH2:52][CH2:53]1.[CH3:11][N:12]([C:13]1([c:20]2[cH:21][cH:22][cH:23][cH:24][cH:25]2)[CH2:14][CH2:15][C:16](=[O:19])[CH2:17][CH2:18]1)[CH3:26].[CH3:27][C:28](=[O:29])[OH:30].[Cl:45][CH2:46][CH2:47][Cl:48].[NH2:1][CH:2]1[CH2:3][CH2:4][c:5]2[cH:6][cH:7][cH:8][cH:9][c:10]21.[Na+:44]>>[NH:1]([CH:2]1[CH2:3][CH2:4][c:5]2[cH:6][cH:7][cH:8][cH:9][c:10]21)[CH:16]1[CH2:15][CH2:14][C:13]([N:12]([CH3:11])[CH3:26])([c:20]2[cH:21][cH:22][cH:23][cH:24][cH:25]2)[CH2:18][CH2:17]1. As a reaction SMILES: [Br-:3].[C:36]([c:37]1[cH:38][cH:39][cH:40][cH:41][cH:42]1)(=[O:43])[c:44]1[cH:45][n:46][cH:47][cH:48][cH:49]1.[C:4](=[O:5])([OH:6])[CH2:7][CH2:8][CH2:9][CH2:10][CH2:11][CH2:12][CH2:13][CH2:14][CH2:15][CH2:16][P+:17]([c:18]1[cH:19][cH:20][cH:21][cH:22][cH:23]1)([c:24]1[cH:25][cH:26][cH:27][cH:28][cH:29]1)[c:30]1[cH:31][cH:32][cH:33][cH:34][cH:35]1.[CH3:51][CH2:52][CH2:53][CH2:54][CH2:55][CH3:56].[CH3:57][S:58](=[O:59])[CH3:60].[H-:1].[Na+:2].[OH2:50]>>[C:4](=[O:5])([OH:6])[CH2:7][CH2:8][CH2:9][CH2:10][CH2:11][CH2:12][CH2:13][CH2:14][CH2:15][CH:16]=[C:36]([c:37]1[cH:38][cH:39][cH:40][cH:41][cH:42]1)[c:44]1[cH:45][n:46][cH:47][cH:48][cH:49]1. The reactants are [Br-], O=C(c1ccccc1)c1cccnc1, O=C(O)CCCCCCCCCC[P+](c1ccccc1)(c1ccccc1)c1ccccc1, CCCCCC, CS(C)=O, [H-], [Na+], O. Product: O=C(O)CCCCCCCCCC=C(c1ccccc1)c1cccnc1. Reactants: ClC(C(=O)OCC)(C(=O)OCC)CC1=C2C=CC(N(C2=C(C=C1)OC)C)=O (Diethyl 2-chloro-2-(8-methoxy-1-methyl-2-oxo-1,2-dihydroquinolin-5-ylmethyl)malonate), C(C)(=O)O (acetic acid), Cl (hydrochloric acid). The solvent is O (water). Yields the product ClC(C(=O)O)CC1=C2C=CC(N(C2=C(C=C1)OC)C)=O (2-chloro-3-(8-methoxy-1-methyl-2-oxo-1,2-dihydroquinolin-5-yl)propionic acid). Isolated yield 81.4%. RXN SMILES: [Cl:1][C:2]([CH2:13][C:14]1[CH:23]=[CH:22][C:21]([O:24][CH3:25])=[C:20]2[C:15]=1[CH:16]=[CH:17][C:18](=[O:27])[N:19]2[CH3:26])(C(OCC)=O)[C:3]([O:5]CC)=[O:4].C(O)(=O)C.Cl>O>[Cl:1][CH:2]([CH2:13][C:14]1[CH:23]=[CH:22][C:21]([O:24][CH3:25])=[C:20]2[C:15]=1[CH:16]=[CH:17][C:18](=[O:27])[N:19]2[CH3:26])[C:3]([OH:5])=[O:4]. Procedure: Diethyl 2-chloro-2-(8-methoxy-1-methyl-2-oxo-1,2-dihydroquinolin-5-ylmethyl)malonate (5.1 g) was added to a mixture of 20 ml of acetic acid and 15 ml of 6N hydrochloric acid, followed by heating under reflux for 9 hours. After cooling to room temperature, water was added to the reaction mixture, followed by cooling with ice. The precipitated solid was collected by filtration, washed with water and dried to thereby obtain 3.1 g of 2-chloro-3-(8-methoxy-1-methyl-2-oxo-1,2-dihydroquinolin-5-yl)prop... The reactants are CC(=O)Nc1ncc(C2=C(C(=O)OC(c3ccccc3)c3ccccc3)N3C(=O)C(NC(=O)OC(C)(C)C)C3SC2)s1, O=C([O-])O, CS(=O)(=O)O, CC#N, CCOC(C)=O, [Na+]. Yields the product CC(=O)Nc1ncc(C2=C(C(=O)OC(c3ccccc3)c3ccccc3)N3C(=O)C(N)C3SC2)s1. As a reaction SMILES: [C:1]([CH3:2])(=[O:3])[NH:4][c:5]1[s:6][c:7]([C:10]2=[C:11]([C:27](=[O:28])[O:29][CH:30]([c:31]3[cH:32][cH:33][cH:34][cH:35][cH:36]3)[c:37]3[cH:38][cH:39][cH:40][cH:41][cH:42]3)[N:12]3[C:13](=[O:26])[CH:14]([NH:18][C:19]([O:20][C:21]([CH3:22])([CH3:23])[CH3:24])=[O:25])[CH:15]3[S:16][CH2:17]2)[cH:8][n:9]1.[C:48](=[O:49])([OH:50])[O-:51].[CH3:43][S:44](=[O:45])(=[O:46])[OH:47].[CH3:53][C:54]#[N:55].[CH3:56][CH2:57][O:58][C:59](=[O:60])[CH3:61].[Na+:52]>>[C:1]([CH3:2])(=[O:3])[NH:4][c:5]1[s:6][c:7]([C:10]2=[C:11]([C:27](=[O:28])[O:29][CH:30]([c:31]3[cH:32][cH:33][cH:34][cH:35][cH:36]3)[c:37]3[cH:38][cH:39][cH:40][cH:41][cH:42]3)[N:12]3[C:13](=[O:26])[CH:14]([NH2:18])[CH:15]3[S:16][CH2:17]2)[cH:8][n:9]1. Reactants: C(C)(=O)N1CCC(CC1)CCC(=O)C=1C=CC2=C(CN(CCO2)C(C)=O)C1 (3-(1-Acetylpiperidin-4-yl)-1-(4-acetyl-2,3,4,5-tetrahydro-1,4-benzoxazepin-7-yl)-1-propanone), Cl (hydrochloric acid). Run at time 16 hour. Product: Cl.Cl.N1CCC(CC1)CCC(=O)C=1C=CC2=C(CNCCO2)C1 (3-(Piperidin-4-yl)-1-(2,3,4,5-tetrahydro-1,4-benzoxazepin-7-yl)-1-propanone dihydrochloride). Reaction SMILES: C([N:4]1[CH2:9][CH2:8][CH:7]([CH2:10][CH2:11][C:12]([C:14]2[CH:15]=[CH:16][C:17]3[O:23][CH2:22][CH2:21][N:20](C(=O)C)[CH2:19][C:18]=3[CH:27]=2)=[O:13])[CH2:6][CH2:5]1)(=O)C.[ClH:28]>>[ClH:28].[ClH:28].[NH:4]1[CH2:9][CH2:8][CH:7]([CH2:10][CH2:11][C:12]([C:14]2[CH:15]=[CH:16][C:17]3[O:23][CH2:22][CH2:21][NH:20][CH2:19][C:18]=3[CH:27]=2)=[O:13])[CH2:6][CH2:5]1 |f:2.3.4|. Procedure details: 3-(1-Acetylpiperidin-4-yl)-1-(4-acetyl-2,3,4,5-tetrahydro-1,4-benzoxazepin-7-yl)-1-propanone (1.5 g) obtained in Example 1 was dissolved in 30 ml of conc. hydrochloric acid, and the mixture was stirred for 16 hours under reflux. Excess volume of the conc. hydrochloric acid was distilled off under reduced pressure and ethanol was added to the residue. The resultant crystals were collected by filtration, and washed with ethanol. The crystals were dried under reduced pressure to give 1.4 g of the t...